From a dataset of the Open Reaction Database (ORD), a public repository of structured organic reaction records. describe an organic reaction: reactants, conditions, products, and yield Starting materials: CCOC(C)=O, CCCCCC, Cc1c(NC(=O)CC(C)(C)C)cc2c(c1C)OC(C)(C)C2(O)Cc1ccc(C(C)C)cc1. The product is Cc1c(NC(=O)CC(C)(C)C)cc2c(c1C)OC(C)(C)C2Cc1ccc(C(C)C)cc1. RXN SMILES: [C:39]([O:40][CH2:41][CH3:42])(=[O:43])[CH3:44].[CH3:33][CH2:34][CH2:35][CH2:36][CH2:37][CH3:38].[OH:1][C:2]1([CH2:23][c:24]2[cH:25][cH:26][c:27]([CH:30]([CH3:31])[CH3:32])[cH:28][cH:29]2)[C:3]([CH3:21])([CH3:22])[O:4][c:5]2[c:6]1[cH:7][c:8]([NH:13][C:14]([CH2:15][C:16]([CH3:17])([CH3:18])[CH3:19])=[O:20])[c:9]([CH3:12])[c:10]2[CH3:11]>>[CH:2]1([CH2:23][c:24]2[cH:25][cH:26][c:27]([CH:30]([CH3:31])[CH3:32])[cH:28][cH:29]2)[C:3]([CH3:21])([CH3:22])[O:4][c:5]2[c:6]1[cH:7][c:8]([NH:13][C:14]([CH2:15][C:16]([CH3:17])([CH3:18])[CH3:19])=[O:20])[c:9]([CH3:12])[c:10]2[CH3:11].